Dataset: the Open Reaction Database (ORD), a public repository of structured organic reaction records. Task: describe an organic reaction: reactants, conditions, products, and yield The reactants are FC1=C(C=O)C=CC(=C1)F (2,4-Difluorobenzaldehyde), BrCCC=C (4-bromobutene), II (iodine), BrCCC=C (4-bromobutene), 6L, ice water, [Mg] (magnesium). Solvent: C(C)OCC (diethyl ether), C(C)OCC (diethyl ether), C(C)OCC (diethyl ether). Yields the product OC(CCC=C)C1=C(C=C(C=C1)F)F (5-hydroxy-5-(2,4-difluorophenyl)pentene). Reaction SMILES: [Mg].II.Br[CH2:5][CH2:6][CH:7]=[CH2:8].[F:9][C:10]1[CH:17]=[C:16]([F:18])[CH:15]=[CH:14][C:11]=1[CH:12]=[O:13]>C(OCC)C>[OH:13][CH:12]([C:11]1[CH:14]=[CH:15][C:16]([F:18])=[CH:17][C:10]=1[F:9])[CH2:8][CH2:7][CH:6]=[CH2:5]. Procedure details: To a stirred suspension of magnesium turnings (16.9 gm) in dry diethyl ether (1.5L) was added (argon atmosphere) a crystal of iodine and 4-bromobutene (2 ml). Soon after the reaction was initiated the remaining 4-bromobutene (101 gm) in dry diethyl ether (500 mL) was added at such a rate to maintain gentle reflux. After complete addition, the mixture was heated to reflux for 1 hour. 2,4-Difluorobenzaldehyde (100 gm) in dry diethyl ether (400 mL) was then added dropwise with a gentle reflux. The ... The reactants are NC=1C=C(C=CC1NCCNC(=O)C)C=1CCC(NN1)=O (6-(3-amino-4-acetaminoethylamino-phenyl)-4,5-dihydro-3(2H)-pyridazinone), N(=O)[O-].[Na+] (sodium nitrite). Solvent: S(O)(O)(=O)=O (sulphuric acid), O (water). Product: N(C(=O)C)CCN1N=NC2=C1C=CC(=C2)C=2CCC(NN2)=O (6-[1-(2-Acetaminoethyl)benztriazol-5-yl]-4,5-dihydro-3(2H)-pyridazinone). As a reaction SMILES: [NH2:1][C:2]1[CH:3]=[C:4]([C:15]2[CH2:16][CH2:17][C:18](=[O:21])[NH:19][N:20]=2)[CH:5]=[CH:6][C:7]=1[NH:8][CH2:9][CH2:10][NH:11][C:12]([CH3:14])=[O:13].[N:22]([O-])=O.[Na+]>S(=O)(=O)(O)O.O>[NH:11]([CH2:10][CH2:9][N:8]1[C:7]2[CH:6]=[CH:5][C:4]([C:15]3[CH2:16][CH2:17][C:18](=[O:21])[NH:19][N:20]=3)=[CH:3][C:2]=2[N:1]=[N:22]1)[C:12]([CH3:14])=[O:13] |f:1.2|. Reported procedure: 15.98 g (55.3 mmol) of 6-(3-amino-4-acetaminoethylamino-phenyl)-4,5-dihydro-3(2H)-pyridazinone are dissolved in 300 ml of 2N sulphuric acid, then cooled to 2°-5° C. and a solution of 4.2 g (61 mmol) of sodium nitrite in 70 ml of water is slowly added dropwise with stirring. After about one hour the cooling bath is removed and the mixture is stirred for a further hour at ambient temperature. The solids precipitated are suction filtered, stirred into 100 ml of a 5% sodium bicarbonate solution and ... Starting materials: COC1=C(C(=C(C(=C1OC)OC)OC)C)Br (2,3,4,5-tetramethoxy-6-methylbromobenzene), O1CCCC1 (tetrahydrofuran), C(C=C)Br (allyl bromide), [Cl-].[NH4+] (ammonium chloride), II (iodine), [Mg] (magnesium), O1CCCC1 (tetrahydrofuran). Conditions: temperature 45 celsius, time 30 minute. Yields the product C(C=C)C1=C(C(=C(C(=C1C)OC)OC)OC)OC (1-Allyl-2,3,4,5-tetramethoxy-6-methylbenzene). Reaction SMILES: II.[Mg].[CH3:4][O:5][C:6]1[C:11]([O:12][CH3:13])=[C:10]([O:14][CH3:15])[C:9]([O:16][CH3:17])=[C:8]([CH3:18])[C:7]=1Br.[CH2:20](Br)[CH:21]=C.[Cl-].[NH4+].O1CCC[CH2:27]1>>[CH2:18]([C:8]1[C:7]([CH3:27])=[C:6]([O:5][CH3:4])[C:11]([O:12][CH3:13])=[C:10]([O:14][CH3:15])[C:9]=1[O:16][CH3:17])[CH:20]=[CH2:21] |f:4.5|. Reported procedure: A catalytic amount of iodine was added to a suspension of 975 mg of magnesium in 20 ml of tetrahydrofuran, and the resulting mixture was warmed up to about 45° C. to give rise to a white turbidity. A solution of 10.61 g of 2,3,4,5-tetramethoxy-6-methylbromobenzene in 30 ml of tetrahydrofuran was then added to the mixture, after which it was heated at about 45° C. for several minutes. The mixture was then stirred at room temperature for 30 minutes, after which 3.47 ml of allyl bromide were added ... Reactants: N-FMOC, O (H2O), N[C@@H](CC1=CC(I)=C(C(I)=C1)OC1=CC(I)=C(C(I)=C1)O)C(=O)O (L-Thyroxine), CC(=O)OCC1=C2C=CC=CC2=C(C3=CC=CC=C31)COC(=O)C (acetic). The reagents and catalysts are CN(C1=CC=NC=C1)C (4-dimethylaminopyridine). Solvent: C1CCOC1 (THF). Conditions: time 45 minute. Product: C(C)(=O)OC([C@@H](N)CC1=CC(I)=C(C(I)=C1)OC1=CC(I)=C(C(I)=C1)O)=O (O-acetyl thyroxine). Isolated yield 115.5%. As a reaction SMILES: [NH2:1][C@H:2]([C:22]([OH:24])=[O:23])[CH2:3][C:4]1[CH:11]=[C:9]([I:10])[C:8]([O:12][C:13]2[CH:20]=[C:18]([I:19])[C:17]([OH:21])=[C:15]([I:16])[CH:14]=2)=[C:6]([I:7])[CH:5]=1.[CH3:25][C:26](OCC1C2C(=CC=CC=2)C(COC(C)=O)=C2C=1C=CC=C2)=[O:27].O>C1COCC1.CN(C)C1C=CN=CC=1>[C:26]([O:23][C:22](=[O:24])[C@H:2]([CH2:3][C:4]1[CH:5]=[C:6]([I:7])[C:8]([O:12][C:13]2[CH:14]=[C:15]([I:16])[C:17]([OH:21])=[C:18]([I:19])[CH:20]=2)=[C:9]([I:10])[CH:11]=1)[NH2:1])(=[O:27])[CH3:25]. Procedure details: The N-FMOC protected L-Thyroxine (26.3 g, 23.2 mmol) was dissolved in 150 mL THF, 3.28 mL (34.8 mmol) of acetic arthydride added, 283 mg (2.32 mmol) of 4-dimethylaminopyridine added, and reaction stirred under N2 for 45 minutes, then poured into 400 mL H2O and extracted with CHCl3 (3×400 mL). The CHCl3 extracts were combined, dried over Na2SO4, and solvent removed in vacuo. The residue was then purified by silica gel column chromatography, eluting with CH2 Cl2/MeOH/HOAc (90/10/0.4, v/v), to yiel... Reactants: CN(C)c1cccc2cccc(N(C)C)c12, CC(C)(C)OC(=O)N(c1cscn1)S(=O)(=O)c1ccc(Oc2ccc(Cl)cc2-c2ccnn2C2CN(C(c3ccccc3)c3ccccc3)C2)c(C#N)c1, CC(Cl)OC(=O)Cl, ClCCl. Yields the product CC(C)(C)OC(=O)N(c1cscn1)S(=O)(=O)c1ccc(Oc2ccc(Cl)cc2-c2ccnn2C2CNC2)c(C#N)c1. As a reaction SMILES: [CH3:55][N:56]([CH3:57])[c:58]1[c:59]2[c:60]([cH:61][cH:62][cH:63][c:64]2[N:65]([CH3:66])[CH3:67])[cH:68][cH:69][cH:70]1.[Cl:1][c:2]1[cH:3][c:4](-[c:33]2[cH:34][cH:35][n:36][n:37]2[CH:38]2[CH2:39][N:40]([CH:42]([c:43]3[cH:44][cH:45][cH:46][cH:47][cH:48]3)[c:49]3[cH:50][cH:51][cH:52][cH:53][cH:54]3)[CH2:41]2)[c:5]([O:6][c:7]2[c:8]([C:29]#[N:30])[cH:9][c:10]([S:13](=[O:14])(=[O:15])[N:16]([C:17]([O:18][C:19]([CH3:20])([CH3:21])[CH3:22])=[O:23])[c:24]3[n:25][cH:26][s:27][cH:28]3)[cH:11][cH:12]2)[cH:31][cH:32]1.[Cl:71][C:72]([O:73][CH:74]([Cl:75])[CH3:76])=[O:77].[Cl:78][CH2:79][Cl:80]>>[Cl:1][c:2]1[cH:3][c:4](-[c:33]2[cH:34][cH:35][n:36][n:37]2[CH:38]2[CH2:39][NH:40][CH2:41]2)[c:5]([O:6][c:7]2[c:8]([C:29]#[N:30])[cH:9][c:10]([S:13](=[O:14])(=[O:15])[N:16]([C:17]([O:18][C:19]([CH3:20])([CH3:21])[CH3:22])=[O:23])[c:24]3[n:25][cH:26][s:27][cH:28]3)[cH:11][cH:12]2)[cH:31][cH:32]1.